The task is: describe an organic reaction: reactants, conditions, products, and yield. This data is from the Open Reaction Database (ORD), a public repository of structured organic reaction records. Starting materials: COC(=O)COCCBr, CC(C)=O, [I-], [K+], [K+], [Na+], O=C([O-])[O-], O=[N+]([O-])c1ccc(O)cc1. The product is COC(=O)COCCOc1ccc([N+](=O)[O-])cc1. RXN SMILES: [CH3:19][O:20][C:21]([CH2:22][O:23][CH2:24][CH2:25][Br:26])=[O:27].[CH3:28][C:29](=[O:30])[CH3:31].[I-:18].[K+:11].[K+:12].[Na+:17].[O-:13][C:14]([O-:15])=[O:16].[OH:1][c:2]1[cH:3][cH:4][c:5]([N+:8]([O-:9])=[O:10])[cH:6][cH:7]1>>[O:1]([c:2]1[cH:3][cH:4][c:5]([N+:8]([O-:9])=[O:10])[cH:6][cH:7]1)[CH2:25][CH2:24][O:23][CH2:22][C:21]([O:20][CH3:19])=[O:27].